This data is from the Open Reaction Database (ORD), a public repository of structured organic reaction records. The task is: describe an organic reaction: reactants, conditions, products, and yield Starting materials: N1=C(C=CC=C1)C#CC1=NN(C2=CC(=CC=C12)N)COCC[Si](C)(C)C (3-Pyridin-2-ylethynyl-1-(2-trimethylsilanyl-ethoxymethyl)-1H-indazol-6-ylamine), BrCC1=C(C(=O)[O-])C=CC=C1 (2-bromomethylbenzoate), C1(=C(C=CC=C1)P(C1CCCCC1)C1CCCCC1)C1=CC=CC=C1 (biphenyl-2-yl-dicyclohexyl-phosphane), [O-]P(=O)([O-])[O-].[K+].[K+].[K+] (K3PO4). The reagents and catalysts are C=1C=CC(=CC1)/C=C/C(=O)/C=C/C2=CC=CC=C2.C=1C=CC(=CC1)/C=C/C(=O)/C=C/C2=CC=CC=C2.C=1C=CC(=CC1)/C=C/C(=O)/C=C/C2=CC=CC=C2.[Pd].[Pd] (Pd2(dba)3). Solvent: C(OC)COC (dimethoxyethane). Reaction conditions: temperature 70 celsius, time 24 hour. The product is COC(C1=C(C=CC=C1)NC1=CC=C2C(=NN(C2=C1)COCC[Si](C)(C)C)C#CC1=NC=CC=C1)=O (2-[3-Pyridin-2-ylethynyl-1-(2-trimethylsilanyl-ethoxymethyl)-1H-indazol-6-ylamino]-benzoic acid methyl ester). RXN SMILES: [N:1]1[CH:6]=[CH:5][CH:4]=[CH:3][C:2]=1[C:7]#[C:8][C:9]1[C:17]2[C:12](=[CH:13][C:14]([NH2:18])=[CH:15][CH:16]=2)[N:11]([CH2:19][O:20][CH2:21][CH2:22][Si:23]([CH3:26])([CH3:25])[CH3:24])[N:10]=1.BrC[C:29]1[CH:37]=[CH:36][CH:35]=[CH:34][C:30]=1[C:31]([O-:33])=[O:32].[C:38]1(C2C=CC=CC=2)C=CC=CC=1P(C1CCCCC1)C1CCCCC1.[O-]P([O-])([O-])=O.[K+].[K+].[K+]>C1C=CC(/C=C/C(/C=C/C2C=CC=CC=2)=O)=CC=1.C1C=CC(/C=C/C(/C=C/C2C=CC=CC=2)=O)=CC=1.C1C=CC(/C=C/C(/C=C/C2C=CC=CC=2)=O)=CC=1.[Pd].[Pd].C(COC)OC>[CH3:38][O:33][C:31](=[O:32])[C:30]1[CH:34]=[CH:35][CH:36]=[CH:37][C:29]=1[NH:18][C:14]1[CH:13]=[C:12]2[C:17]([C:9]([C:8]#[C:7][C:2]3[CH:3]=[CH:4][CH:5]=[CH:6][N:1]=3)=[N:10][N:11]2[CH2:19][O:20][CH2:21][CH2:22][Si:23]([CH3:24])([CH3:26])[CH3:25])=[CH:16][CH:15]=1 |f:3.4.5.6,7.8.9.10.11|. Reported procedure: A mixture of 3-Pyridin-2-ylethynyl-1-(2-trimethylsilanyl-ethoxymethyl)-1H-indazol-6-ylamine (560 mg, 1.54 mmol), 2-bromomethylbenzoate (647.5 μL, 4.61 mmol), biphenyl-2-yl-dicyclohexyl-phosphane (107.8 mg, 0.308 mmol), Pd2(dba)3 (70.5 mg, 0.0768 mmol), K3PO4 (816 mg, 3.844 mmol), and dimethoxyethane (1.7 ml), were vacuum flushed with nitrogen, then heated in an oil bath at 70 degrees C. for 24 h. The black mixture was diluted with methylene chloride, and filtered, concentrated, and chromatograph... Starting materials: COC(COC1=C2C=C(C(=NC2=CC=C1)C)CC1=CC=C(C=C1)Cl)=O ([3-(4-chlorobenzyl)-2-methylquinolin-5-yloxy]acetic acid methyl ester), C(C)O (ethanol), [OH-].[Li+] (lithium hydroxide). The solvent is O (water). Product: ClC1=CC=C(CC=2C(=NC3=CC=CC(=C3C2)OCC(=O)O)C)C=C1 ([3-(4-chlorobenzyl)-2-methylquinolin-5-yloxy]acetic Acid). Reaction SMILES: C[O:2][C:3](=[O:25])[CH2:4][O:5][C:6]1[CH:15]=[CH:14][CH:13]=[C:12]2[C:7]=1[CH:8]=[C:9]([CH2:17][C:18]1[CH:23]=[CH:22][C:21]([Cl:24])=[CH:20][CH:19]=1)[C:10]([CH3:16])=[N:11]2.C(O)C.[OH-].[Li+]>O>[Cl:24][C:21]1[CH:20]=[CH:19][C:18]([CH2:17][C:9]2[C:10]([CH3:16])=[N:11][C:12]3[C:7]([CH:8]=2)=[C:6]([O:5][CH2:4][C:3]([OH:25])=[O:2])[CH:15]=[CH:14][CH:13]=3)=[CH:23][CH:22]=1 |f:2.3|. Procedure details: A solution of [3-(4-chlorobenzyl)-2-methylquinolin-5-yloxy]acetic acid methyl ester (0.11 g), ethanol (6.0 mL), water (2.0 mL) and saturated aqueous lithium hydroxide solution (2.0 mL) was stirred at room temperature for 5 hours. The ethanol was removed under reduced pressure and the pH of the residue adjusted to 4 by the addition of glacial acetic acid. The resulting precipitate was collected by filtration, washed with water and purification by preparative reverse-phase HPLC using a gradient ov... The reactants are OC=1C=C(C=CC1C)NC1=NC=NN2C1=C(C(=C2)C(=O)O)C (4-[(3-Hydroxy-4-methylphenyl)amino]-5-methylpyrrolo[2,1-f][1,2,4]triazine-6-carboxylic acid), CN1CCNCC1 (N-methyl piperazine), ON1N=NC2=C1C=CC=C2 (1-hydroxybenzotriazole), Cl.CN(CCCN=C=NCC)C (1-(3-dimethylaminopropyl)-3-ethylcarbodiimide hydrochloride). The solvent is CN(C)C=O (DMF). Reaction conditions: time 24 hour. Yields the product OC=1C=C(C=CC1C)NC1=NC=NN2C1=C(C(=C2)C(=O)N2CCN(CC2)C)C (1-[[4-[(3-Hydroxy-4-methylphenyl)amino]-5-methylpyrrolo[2,1-f][1,2,4]triazin-6-yl]carbonyl]-4-methylpiperazine). Yield: 71.2%. RXN SMILES: [OH:1][C:2]1[CH:3]=[C:4]([NH:9][C:10]2[C:15]3=[C:16]([CH3:22])[C:17]([C:19](O)=[O:20])=[CH:18][N:14]3[N:13]=[CH:12][N:11]=2)[CH:5]=[CH:6][C:7]=1[CH3:8].[CH3:23][N:24]1[CH2:29][CH2:28][NH:27][CH2:26][CH2:25]1.ON1C2C=CC=CC=2N=N1.Cl.CN(C)CCCN=C=NCC>CN(C=O)C>[OH:1][C:2]1[CH:3]=[C:4]([NH:9][C:10]2[C:15]3=[C:16]([CH3:22])[C:17]([C:19]([N:27]4[CH2:28][CH2:29][N:24]([CH3:23])[CH2:25][CH2:26]4)=[O:20])=[CH:18][N:14]3[N:13]=[CH:12][N:11]=2)[CH:5]=[CH:6][C:7]=1[CH3:8] |f:3.4|. Procedure: To a solution of Example 20 (7 mg, 0.023 mmol) in DMF (0.4 mL) at 25° C. was added N-methyl piperazine (3.5 μL, 0.03 mmol), 1-hydroxybenzotriazole (3 mg, 0.023 mmol) and 1-(3-dimethylaminopropyl)-3-ethylcarbodiimide hydrochloride (7 mg, 0.05 mmol). After 24 hrs., the mixture was concentrated, diluted with water (2 mL), and extracted with ethyl acetate (5×2 mL). The combined organic extracts were washed with saturated aqueous NaHCO3 (2×5 mL). The crude material was purified by chromatography on s... The reactants are ClC1=CC(=C(N)C=C1OC)OC (4-chloro-2,5-dimethoxyaniline), FC=1C=C(C(=O)O)C=CC1OC (3-fluoro-4-methoxybenzoic acid). The product is ClC1=CC(=C(C=C1OC)NC(C1=CC(=C(C=C1)OC)F)=O)OC (N-(4-Chloro-2,5-dimethoxyphenyl)-3-fluoro-4-methoxybenzamide). Reaction SMILES: [Cl:1][C:2]1[C:8]([O:9][CH3:10])=[CH:7][C:5]([NH2:6])=[C:4]([O:11][CH3:12])[CH:3]=1.[F:13][C:14]1[CH:15]=[C:16]([CH:20]=[CH:21][C:22]=1[O:23][CH3:24])[C:17](O)=[O:18]>>[Cl:1][C:2]1[C:8]([O:9][CH3:10])=[CH:7][C:5]([NH:6][C:17](=[O:18])[C:16]2[CH:20]=[CH:21][C:22]([O:23][CH3:24])=[C:14]([F:13])[CH:15]=2)=[C:4]([O:11][CH3:12])[CH:3]=1. Reported procedure: The title compound was prepared in substantially the same manner as described in Example 1, step a, from 4-chloro-2,5-dimethoxyaniline, and 3-fluoro-4-methoxybenzoic acid and was obtained as a white solid, m.p. 197-199° C.; MS m/e 340 (M+H)+. Reactants: ClC1=CC=C(CC=2C(=C(C(=C(C(=O)OC)C2)C=O)C)C)C=C1 (methyl 5-(4-chlorobenzyl)-2-formyl-3,4-dimethylbenzoate), N[C@H]1COCC[C@@H]1O ((3S,4S)-3-aminotetrahydro-2H-pyran-4-ol). The solvent is C1CCOC1 (THF). Conditions: time 2 hour. The product is ClC1=CC=C(CC2=C(C(=C3CN(C(C3=C2)=O)[C@H]2COCC[C@@H]2O)C)C)C=C1 (1,5-anhydro-2-(6-(4-chlorobenzyl)-4,5-dimethyl-1-oxo-1,3-dihydro-2H-isoindol-2-yl)-2,4-dideoxy-L-threo-pentitol). The yield is 23.0%. RXN SMILES: [Cl:1][C:2]1[CH:22]=[CH:21][C:5]([CH2:6][C:7]2[C:8]([CH3:20])=[C:9]([CH3:19])[C:10]([CH:17]=O)=[C:11]([CH:16]=2)[C:12](OC)=[O:13])=[CH:4][CH:3]=1.[NH2:23][C@@H:24]1[C@@H:29]([OH:30])[CH2:28][CH2:27][O:26][CH2:25]1>C1COCC1>[Cl:1][C:2]1[CH:3]=[CH:4][C:5]([CH2:6][C:7]2[CH:16]=[C:11]3[C:10]([CH2:17][N:23]([C@@H:24]4[C@@H:29]([OH:30])[CH2:28][CH2:27][O:26][CH2:25]4)[C:12]3=[O:13])=[C:9]([CH3:19])[C:8]=2[CH3:20])=[CH:21][CH:22]=1. Procedure details: To a solution of methyl 5-(4-chlorobenzyl)-2-formyl-3,4-dimethylbenzoate (0.02 g) in THF (1.00 mL) was added (3S,4S)-3-aminotetrahydro-2H-pyran-4-ol (8.14 mg), and the mixture was stirred at room temperature for 2 hr. The reaction mixture was concentrated, and the residue was diluted with methanol (1.00 mL). Sodium triacetoxyborohydride (0.02 g) was added thereto under argon atmosphere, and the mixture was stirred overnight at room temperature. The reaction mixture was diluted with ethyl acetate... Reactants: C1(=CC=C(C=C1)[C@@]1(C[C@H](N(C1)C([C@H](C(C)(C)C)NC(=O)OC(C)(C)C)=O)C(=O)OC)SCCCC)C1=CC=CC=C1 ((2S,4R)-methyl 4-(biphenyl-4-yl)-1-((S)-2-(tert-butoxycarbonylamino)-3,3-dimethylbutanoyl)-4-(butylthio)pyrrolidine-2-carboxylate), O.[OH-].[Li+] (lithium hydroxide monohydrate). Run in C1CCOC1 (THF), CO (MeOH), O (water). Conditions: time 5 hour. Yields the product desired product, C1(=CC=C(C=C1)[C@@]1(C[C@H](N(C1)C([C@H](C(C)(C)C)NC(=O)OC(C)(C)C)=O)C(=O)O)SCCCC)C1=CC=CC=C1 ((2S,4R)-4-(biphenyl-4-yl)-1-((S)-2-(tert-butoxycarbonylamino)-3,3-dimethylbutanoyl)-4-(butylthio)pyrrolidine-2-carboxylic acid). Yield: 82.8%. Reaction SMILES: [C:1]1([C:36]2[CH:41]=[CH:40][CH:39]=[CH:38][CH:37]=2)[CH:6]=[CH:5][C:4]([C@@:7]2([S:31][CH2:32][CH2:33][CH2:34][CH3:35])[CH2:11][N:10]([C:12](=[O:26])[C@@H:13]([NH:18][C:19]([O:21][C:22]([CH3:25])([CH3:24])[CH3:23])=[O:20])[C:14]([CH3:17])([CH3:16])[CH3:15])[C@H:9]([C:27]([O:29]C)=[O:28])[CH2:8]2)=[CH:3][CH:2]=1.O.[OH-].[Li+]>C1COCC1.CO.O>[C:1]1([C:36]2[CH:37]=[CH:38][CH:39]=[CH:40][CH:41]=2)[CH:6]=[CH:5][C:4]([C@@:7]2([S:31][CH2:32][CH2:33][CH2:34][CH3:35])[CH2:11][N:10]([C:12](=[O:26])[C@@H:13]([NH:18][C:19]([O:21][C:22]([CH3:23])([CH3:25])[CH3:24])=[O:20])[C:14]([CH3:15])([CH3:16])[CH3:17])[C@H:9]([C:27]([OH:29])=[O:28])[CH2:8]2)=[CH:3][CH:2]=1 |f:1.2.3|. Reported procedure: To a solution of (2S,4R)-methyl 4-(biphenyl-4-yl)-1-((S)-2-(tert-butoxycarbonylamino)-3,3-dimethylbutanoyl)-4-(butylthio)pyrrolidine-2-carboxylate (430 mg, 0.738 mmol) in THF (4 mL) and MeOH (4.00 mL) was added pre-made solution of lithium hydroxide monohydrate (61.9 mg, 1.476 mmol) in water (4 mL). The formed cloudy solution was stirred at room temperature for 5 h. Quenched with 5% citric acid, extracted with EtOAc. The organic layer was washed with brine, dried over MgSO4, filtered, evaporated... Reactants: [I-].[Na+] (sodium iodide), Cl[Si](C)(C)C (chlorotrimethylsilane), O (water), C1(CC1)CN1N=C(C(C(=C1)OC)=O)C1=CC=NN1C1=CC=CC=C1 (1-(cyclopropylmethyl)-5-methoxy-3-(1-phenyl-1H-pyrazol-5-yl)pyridazin-4(1H)-one). Solvent: C(C)#N (acetonitrile). Reaction conditions: time 30 minute. Product: C1(CC1)CN1N=C(C(C(=C1)O)=O)C1=CC=NN1C1=CC=CC=C1 (1-(cyclopropylmethyl)-5-hydroxy-3-(1-phenyl-1H-pyrazol-5-yl)pyridazin-4(1H)-one). The yield is 79.7%. Reaction SMILES: [I-].[Na+].Cl[Si](C)(C)C.[CH:8]1([CH2:11][N:12]2[CH:17]=[C:16]([O:18]C)[C:15](=[O:20])[C:14]([C:21]3[N:25]([C:26]4[CH:31]=[CH:30][CH:29]=[CH:28][CH:27]=4)[N:24]=[CH:23][CH:22]=3)=[N:13]2)[CH2:10][CH2:9]1.O>C(#N)C>[CH:8]1([CH2:11][N:12]2[CH:17]=[C:16]([OH:18])[C:15](=[O:20])[C:14]([C:21]3[N:25]([C:26]4[CH:31]=[CH:30][CH:29]=[CH:28][CH:27]=4)[N:24]=[CH:23][CH:22]=3)=[N:13]2)[CH2:9][CH2:10]1 |f:0.1|. Procedure: To a solution of sodium iodide (3.75 g) in acetonitrile (150 mL) was added chlorotrimethylsilane (3.17 mL) with stirring at room temperature for 30 min. Then, 1-(cyclopropylmethyl)-5-methoxy-3-(1-phenyl-1H-pyrazol-5-yl)pyridazin-4(1H)-one (1.613 g) was added, and the mixture was stirred for 30 min at the same temperature and further refluxed for 4 hr. The reaction mixture was allowed to cool to room temperature, poured into water and the mixture was stirred for 30 min. The mixture was extracted ...